From a dataset of the Open Reaction Database (ORD), a public repository of structured organic reaction records. describe an organic reaction: reactants, conditions, products, and yield Reactants: N1(C=NC=C1)C1=NC=C(C=C1)C(C1=CC=C(C=C1)Cl)=O (2-(1-imidazolyl)-5-(4-chlorobenzoyl)pyridine), [Cl-].[NH4+] (ammonium chloride), [Mg] (magnesium), CI (methyl iodide). Run in CCOCC (ether), CCOCC (ether). The product is Grignard reagent, N1(C=NC=C1)C1=NC=C(C=C1)C(C)(O)C1=CC=C(C=C1)Cl (1-[2-(1-imidazolyl)-5-pyridyl]-1-(4-chlorophenyl)ethanol). The yield is 86.2%. As a reaction SMILES: [Mg].[CH3:2]I.[N:4]1([C:9]2[CH:14]=[CH:13][C:12]([C:15](=[O:23])[C:16]3[CH:21]=[CH:20][C:19]([Cl:22])=[CH:18][CH:17]=3)=[CH:11][N:10]=2)[CH:8]=[CH:7][N:6]=[CH:5]1.[Cl-].[NH4+]>CCOCC>[N:4]1([C:9]2[CH:14]=[CH:13][C:12]([C:15]([C:16]3[CH:21]=[CH:20][C:19]([Cl:22])=[CH:18][CH:17]=3)([OH:23])[CH3:2])=[CH:11][N:10]=2)[CH:8]=[CH:7][N:6]=[CH:5]1 |f:3.4|. Reported procedure: A Grignard reagent which is prepared by reacting 0.46 g of magnesium with 3 g of methyl iodide in 30 ml of ether is added to a suspension of 4.5 g of 2-(1-imidazolyl)-5-(4-chlorobenzoyl)pyridine in 50 ml of ether at -5° C. After the mixture is stirred at room temperature for an hour, the reaction mixture is poured into an aqueous ammonium chloride solution with caution. The precipitate is extracted with chloroform and the chloroform is distilled off. The residue is recrystallized from toluene to... The reactants are S(=O)(=O)(C1=CC=C(C)C=C1)N1C=C(C2=C1N=CN=C2)C#N (7-tosyl-7H-pyrrolo[2,3-d]pyrimidine-5-carbonitrile), CCCC[N+](CCCC)(CCCC)CCCC.[F-] (TBAF), [NH4+].[Cl-] (NH4Cl). Run in O1CCCC1 (Tetrahydrofuran). Reaction conditions: time 3 hour. The product is N1=CN=CC2=C1NC=C2C#N (7H-pyrrolo[2,3-d]pyrimidine-5-carbonitrile). Isolated yield 64.6%. RXN SMILES: S([N:11]1[C:15]2[N:16]=[CH:17][N:18]=[CH:19][C:14]=2[C:13]([C:20]#[N:21])=[CH:12]1)(C1C=CC(C)=CC=1)(=O)=O.CCCC[N+](CCCC)(CCCC)CCCC.[F-].[NH4+].[Cl-]>O1CCCC1>[N:16]1[C:15]2[NH:11][CH:12]=[C:13]([C:20]#[N:21])[C:14]=2[CH:19]=[N:18][CH:17]=1 |f:1.2,3.4|. Reported procedure: In a 15 mL round-bottomed flask, 7-tosyl-7H-pyrrolo[2,3-d]pyrimidine-5-carbonitrile (1 g, 3.35 mmol, Eq: 1.00) and TBAF (13.4 ml, 13.4 mmol, Eq: 4.00) were combined with Tetrahydrofuran to give an off-white solution. The reaction mixture was stirred for 3 h. The reaction mixture was poured into 20 mL sat NH4Cl and extracted with EtOAc (3×25 mL). The organic layers were dried over MgSO4 and concentrated in vacuo. The crude material was triturated with diethyl ether (1×20 mL) to obtain 7H-pyrrolo[... RXN SMILES: [CH3:49][CH2:50][OH:51].[ClH:48].[F:1][c:2]1[c:3]([CH2:41][CH2:42][C:43](=[O:44])[O:45][CH2:46][CH3:47])[cH:4][cH:5][c:6]([O:8][CH2:9][c:10]2[cH:11][cH:12][c:13]([CH2:16][N:17]([c:18]3[s:19][cH:20][c:21](-[c:23]4[cH:24][cH:25][c:26]([C:29]([F:30])([F:31])[F:32])[cH:27][cH:28]4)[n:22]3)[CH2:33][CH2:34][c:35]3[cH:36][cH:37][cH:38][cH:39][cH:40]3)[cH:14][cH:15]2)[cH:7]1.[Na+:58].[O:52]1[CH2:53][CH2:54][CH2:55][CH2:56]1.[OH-:57].[OH2:59]>>[F:1][c:2]1[c:3]([CH2:41][CH2:42][C:43](=[O:44])[OH:45])[cH:4][cH:5][c:6]([O:8][CH2:9][c:10]2[cH:11][cH:12][c:13]([CH2:16][N:17]([c:18]3[s:19][cH:20][c:21](-[c:23]4[cH:24][cH:25][c:26]([C:29]([F:30])([F:31])[F:32])[cH:27][cH:28]4)[n:22]3)[CH2:33][CH2:34][c:35]3[cH:36][cH:37][cH:38][cH:39][cH:40]3)[cH:14][cH:15]2)[cH:7]1. The reactants are CCO, Cl, CCOC(=O)CCc1ccc(OCc2ccc(CN(CCc3ccccc3)c3nc(-c4ccc(C(F)(F)F)cc4)cs3)cc2)cc1F, [Na+], C1CCOC1, [OH-], O. Product: O=C(O)CCc1ccc(OCc2ccc(CN(CCc3ccccc3)c3nc(-c4ccc(C(F)(F)F)cc4)cs3)cc2)cc1F. Reported procedure: A solution of N-benzyl-4-(pyridin-2-yl)thiazol-2-amine (60 mg, 0.23 mmol) in DMF (2 mL) was cooled to 0° C. and treated with N-chlorosuccinimide (33 mg, 0.25 mmol), and the reaction mixture was allowed to warm to room temperature. The solvent was evaporated, and the product was purified on reverse phase HPLC to produce N-benzyl-5-chloro-4-(pyridin-2-yl)thiazol-2-amine. MS (Q1) 302.2 (M)+. The solvent is CN(C)C=O (DMF). Reaction SMILES: [CH2:1]([NH:8][C:9]1[S:10][CH:11]=[C:12]([C:14]2[CH:19]=[CH:18][CH:17]=[CH:16][N:15]=2)[N:13]=1)[C:2]1[CH:7]=[CH:6][CH:5]=[CH:4][CH:3]=1.[Cl:20]N1C(=O)CCC1=O>CN(C=O)C>[CH2:1]([NH:8][C:9]1[S:10][C:11]([Cl:20])=[C:12]([C:14]2[CH:19]=[CH:18][CH:17]=[CH:16][N:15]=2)[N:13]=1)[C:2]1[CH:3]=[CH:4][CH:5]=[CH:6][CH:7]=1. Product: C(C1=CC=CC=C1)NC=1SC(=C(N1)C1=NC=CC=C1)Cl (N-benzyl-5-chloro-4-(pyridin-2-yl)thiazol-2-amine). Starting materials: C(C1=CC=CC=C1)NC=1SC=C(N1)C1=NC=CC=C1 (N-benzyl-4-(pyridin-2-yl)thiazol-2-amine), ClN1C(CCC1=O)=O (N-chlorosuccinimide).